Dataset: the Open Reaction Database (ORD), a public repository of structured organic reaction records. Task: describe an organic reaction: reactants, conditions, products, and yield The reactants are O=C([O-])O, CC(C)CC(NC(=O)C(C)(C)NC(=O)OC(C)(C)C)C(=O)NC1Cc2cccc(N3CCCC3=O)c2N(Cc2ccsc2)C1=O, CCO, Cl, [Na+]. Product: CC(C)CC(NC(=O)C(C)(C)N)C(=O)NC1Cc2cccc(N3CCCC3=O)c2N(Cc2ccsc2)C1=O. RXN SMILES: [C:47](=[O:48])([OH:49])[O-:50].[CH3:1][C:2]([C:3](=[O:4])[NH:5][CH:6]([C:7]([NH:8][CH:9]1[C:10](=[O:31])[N:11]([CH2:25][c:26]2[cH:27][s:28][cH:29][cH:30]2)[c:12]2[c:13]([N:19]3[C:20](=[O:24])[CH2:21][CH2:22][CH2:23]3)[cH:14][cH:15][cH:16][c:17]2[CH2:18]1)=[O:32])[CH2:33][CH:34]([CH3:35])[CH3:36])([CH3:37])[NH:38][C:39](=[O:40])[O:41][C:42]([CH3:43])([CH3:44])[CH3:45].[CH3:52][CH2:53][OH:54].[ClH:46].[Na+:51]>>[CH3:1][C:2]([C:3](=[O:4])[NH:5][CH:6]([C:7]([NH:8][CH:9]1[C:10](=[O:31])[N:11]([CH2:25][c:26]2[cH:27][s:28][cH:29][cH:30]2)[c:12]2[c:13]([N:19]3[C:20](=[O:24])[CH2:21][CH2:22][CH2:23]3)[cH:14][cH:15][cH:16][c:17]2[CH2:18]1)=[O:32])[CH2:33][CH:34]([CH3:35])[CH3:36])([CH3:37])[NH2:38]. The reactants are N1C=NC2=C1C=CC(=C2)C(=O)N2CCC[C@@H]1C3=C(CC[C@H]21)C=C(C=C3)C(=O)O (cis-4-(1H-benzoimidazole-5-carbonyl)-1,2,3,4,4a,5,6,10b-octahydro-benzo[f]quinoline-8-carboxylic acid), CNC (dimethylamine). Product: CN(C(=O)C1=CC2=C([C@H]3CCCN([C@H]3CC2)C(=O)C2=CC3=C(NC=N3)C=C2)C=C1)C (cis-4-(1H-Benzoimidazole-5-carbonyl)-1,2,3,4,4a,5,6,10b-octahydro-benzo[f]quinoline-8-carboxylic acid dimethylamide). Reported procedure: The title compound is prepared from cis-4-(1H-benzoimidazole-5-carbonyl)-1,2,3,4,4a,5,6,10b-octahydro-benzo[f]quinoline-8-carboxylic acid and dimethylamine (2 mol/L in tetrahydrofuran) following a procedure analogous to that described in Example 1. Yield: 20% of theory; LC (method 1): tR=2.08 min; Mass spectrum (ESI+): m/z=403 [M+H]+. Reaction SMILES: [NH:1]1[C:5]2[CH:6]=[CH:7][C:8]([C:10]([N:12]3[C@@H:21]4[C@@H:16]([C:17]5[CH:25]=[CH:24][C:23]([C:26]([OH:28])=O)=[CH:22][C:18]=5[CH2:19][CH2:20]4)[CH2:15][CH2:14][CH2:13]3)=[O:11])=[CH:9][C:4]=2[N:3]=[CH:2]1.[CH3:29][NH:30][CH3:31]>>[CH3:29][N:30]([CH3:31])[C:26]([C:23]1[CH:24]=[CH:25][C:17]2[C@@H:16]3[C@H:21]([CH2:20][CH2:19][C:18]=2[CH:22]=1)[N:12]([C:10]([C:8]1[CH:7]=[CH:6][C:5]2[NH:1][CH:2]=[N:3][C:4]=2[CH:9]=1)=[O:11])[CH2:13][CH2:14][CH2:15]3)=[O:28]. The yield is 20.0%. The reactants are [OH-].[K+] (potassium hydroxide), C[C@@H]1CC[C@H](CC1)NC(C=CC1=CC(=C(C=C1)OCCN1CCC(CC1)C(=O)OCC)OC)=O (N-(trans-4-methylcyclohexyl) -4-{2-[4-(ethoxycarbonyl)piperidino]ethoxy}-3-methoxycinnamamide), Cl (hydrochloric acid). The solvent is CO (methanol). The product is C[C@@H]1CC[C@H](CC1)NC(C=CC1=CC(=C(C=C1)OCCN1CCC(CC1)C(=O)O)OC)=O (N-(trans-4-methylcyclohexyl)-4-[2(4-carboxypiperidino)ethoxy]-3-methoxycinnamamide). The yield is 91.4%. RXN SMILES: [OH-].[K+].[CH3:3][C@H:4]1[CH2:9][CH2:8][C@H:7]([NH:10][C:11](=[O:36])[CH:12]=[CH:13][C:14]2[CH:19]=[CH:18][C:17]([O:20][CH2:21][CH2:22][N:23]3[CH2:28][CH2:27][CH:26]([C:29]([O:31]CC)=[O:30])[CH2:25][CH2:24]3)=[C:16]([O:34][CH3:35])[CH:15]=2)[CH2:6][CH2:5]1.Cl>CO>[CH3:3][C@H:4]1[CH2:5][CH2:6][C@H:7]([NH:10][C:11](=[O:36])[CH:12]=[CH:13][C:14]2[CH:19]=[CH:18][C:17]([O:20][CH2:21][CH2:22][N:23]3[CH2:24][CH2:25][CH:26]([C:29]([OH:31])=[O:30])[CH2:27][CH2:28]3)=[C:16]([O:34][CH3:35])[CH:15]=2)[CH2:8][CH2:9]1 |f:0.1|. Procedure details: 10 ml of 2 M aqueous potassium hydroxide solution was added to a solution of 0.5 g of N-(trans-4-methylcyclohexyl) -4-{2-[4-(ethoxycarbonyl)piperidino]ethoxy}-3-methoxycinnamamide (Example 168) in 50 ml of methanol. The solution was reacted for 1 hours, while it was refluxed. After reaction, 2 N hydrochloric acid to the reaction solution, acidifying the solution. The solution was then extracted twice with 50 ml of methylene chloride. The organic layer obtained was dried over magnesium sulfate. T... The reactants are N1(C(CCC1=O)=O)Br, n1c(c(ccc1Cl)Br)C. Reagents/catalysts: c1ccc(cc1)-c2c3ccccc3cc4ccccc24 (9-Phenylanthracene), C(N=NC(C#N)(C)C)(C#N)(C)C (AIBN). Solvent: C1CCOC1 (THF). Reaction conditions: temperature 25 celsius, time 18 hour. The product is Clc1ccc(Br)c(CBr)n1. Reaction SMILES: [CH3:1][c:2]1[c:8]([Br:9])[cH:7][cH:6][c:4]([Cl:5])[n:3]1.[Br:10]N1C(=O)CCC1=O>>[Cl:5][c:4]1[n:3][c:2]([CH2:1][Br:10])[c:8]([Br:9])[cH:7][cH:6]1. Reactants: CC1CN(Cc2ccc(Br)cc2)C(=O)O1, CC1(C)OB(c2ccc3c(c2)CN(C2CC2)C3=O)OC1(C)C, C1CCC(P(C2CCCCC2)C2CCCCC2)CC1, ClCCl, [K+], [K+], [K+], C1COCCO1, O, O=P([O-])([O-])[O-]. Yields the product CC1CN(Cc2ccc(-c3ccc4c(c3)CN(C3CC3)C4=O)cc2)C(=O)O1. As a reaction SMILES: [Br:23][c:24]1[cH:25][cH:26][c:27]([CH2:28][N:29]2[C:30](=[O:35])[O:31][CH:32]([CH3:34])[CH2:33]2)[cH:36][cH:37]1.[CH:1]1([N:4]2[C:5](=[O:22])[c:6]3[cH:7][cH:8][c:9]([B:13]4[O:14][C:15]([CH3:16])([CH3:17])[C:18]([CH3:19])([CH3:20])[O:21]4)[cH:10][c:11]3[CH2:12]2)[CH2:2][CH2:3]1.[CH:38]1([P:39]([CH:40]2[CH2:41][CH2:42][CH2:43][CH2:44][CH2:45]2)[CH:46]2[CH2:47][CH2:48][CH2:49][CH2:50][CH2:51]2)[CH2:52][CH2:53][CH2:54][CH2:55][CH2:56]1.[Cl:72][CH2:73][Cl:74].[K+:62].[K+:63].[K+:64].[O:65]1[CH2:66][CH2:67][O:68][CH2:69][CH2:70]1.[OH2:71].[P:57]([O-:58])([O-:59])([O-:60])=[O:61]>>[CH:1]1([N:4]2[C:5](=[O:22])[c:6]3[cH:7][cH:8][c:9](-[c:24]4[cH:25][cH:26][c:27]([CH2:28][N:29]5[C:30](=[O:35])[O:31][CH:32]([CH3:34])[CH2:33]5)[cH:36][cH:37]4)[cH:10][c:11]3[CH2:12]2)[CH2:2][CH2:3]1. Starting materials: COC(N(C)C)OC (N,N-Dimethylformamide dimethyl acetal), ClC=1C=C(C=CC1Cl)[C@H]1[C@@H](CN(CCO1)C(=O)OC(C)(C)C)CC(CC(=O)OCC)=O (tert-butyl (6R,7R)-7-(3,4-dichlorophenyl)-6-(4-ethoxy-2,4-dioxobutyl)-1,4-oxazepane-4-carboxylate), CNN (methylhydrazine). Run in C1(=CC=CC=C1)C (toluene). Conditions: temperature 80 celsius, time 2 hour. Product: ClC=1C=C(C=CC1Cl)[C@H]1[C@@H](CN(CCO1)C(=O)OC(C)(C)C)CC1=NN(C=C1C(=O)OCC)C (tert-butyl (6R,7R)-7-(3,4-dichlorophenyl)-6-{[4-(ethoxycarbonyl)-1-methyl-1H-pyrazol-3-yl]methyl}-1,4-oxazepane-4-carboxylate). The yield is 32.5%. RXN SMILES: CO[CH:3](OC)[N:4]([CH3:6])C.[Cl:9][C:10]1[CH:11]=[C:12]([C@@H:17]2[O:23][CH2:22][CH2:21][N:20]([C:24]([O:26][C:27]([CH3:30])([CH3:29])[CH3:28])=[O:25])[CH2:19][C@H:18]2[CH2:31][C:32](=O)[CH2:33][C:34]([O:36][CH2:37][CH3:38])=[O:35])[CH:13]=[CH:14][C:15]=1[Cl:16].C[NH:41]N>C1(C)C=CC=CC=1>[Cl:9][C:10]1[CH:11]=[C:12]([C@@H:17]2[O:23][CH2:22][CH2:21][N:20]([C:24]([O:26][C:27]([CH3:28])([CH3:30])[CH3:29])=[O:25])[CH2:19][C@H:18]2[CH2:31][C:32]2[C:33]([C:34]([O:36][CH2:37][CH3:38])=[O:35])=[CH:3][N:4]([CH3:6])[N:41]=2)[CH:13]=[CH:14][C:15]=1[Cl:16]. Reported procedure: N,N-Dimethylformamide dimethyl acetal (0.210 mL, 1.58 mmol) was added to a solution of tert-butyl (6R,7R)-7-(3,4-dichlorophenyl)-6-(4-ethoxy-2,4-dioxobutyl)-1,4-oxazepane-4-carboxylate (500 mg, 1.05 mmol) in toluene (5 mL), and the mixture was stirred at 80° C. for 2 hr, and concentrated under reduced pressure. The residue was dissolved in ethanol (5 mL), and methylhydrazine (0.062 mL, 1.16 mmol) was added. The reaction mixture was stirred at 80° C. for 1.5 hr, and concentrated under reduced pre... The reactants are suspension, reduced iron, [Cl-].[NH4+] (ammonium chloride), C(C)(C)O (isopropyl alcohol), ClC1=C(C=C(C=C1)[N+](=O)[O-])O (2-chloro-5-nitrophenol). The solvent is O (water). The product is NC=1C=CC(=C(C1)O)Cl (5-amino-2-chlorophenol). Reaction SMILES: [Cl-].[NH4+].C(O)(C)C.[Cl:7][C:8]1[CH:13]=[CH:12][C:11]([N+:14]([O-])=O)=[CH:10][C:9]=1[OH:17]>O>[NH2:14][C:11]1[CH:12]=[CH:13][C:8]([Cl:7])=[C:9]([OH:17])[CH:10]=1 |f:0.1|. Procedure details: A suspension (about 600 ml) containing 100 g of reduced iron, 5 g of ammonium chloride, 500 ml of isopropyl alcohol, and 100 ml of water was refluxed with vigorous stirring. To this suspension was added 100 g of 2-chloro-5-nitrophenol in portions. After completion of the addition, the mixture was heated for an additional 1 hour. This suspension was filtered when hot with the aid of Celite and the filtrate was washed with about 500 ml of hot isopropyl alcohol and then concentrated to about one-fi... Starting materials: [O-]P(=O)([O-])[O-].[K+].[K+].[K+] (K3PO4), BrC1=CC=C(C=C1)C(C)(C)C (1-bromo-4-tert-butylbenzene), COC1=CC=C(C=C1)N (p-anisidine), ligand 1, CC(C)(C)[O-].[Na+] (NaOt-Bu), solution. The reagents and catalysts are C=1C=CC(=CC1)/C=C/C(=O)/C=C/C2=CC=CC=C2.C=1C=CC(=CC1)/C=C/C(=O)/C=C/C2=CC=CC=C2.C=1C=CC(=CC1)/C=C/C(=O)/C=C/C2=CC=CC=C2.[Pd].[Pd] (Pd2(dba)3). Run in CCOCC (ether), CCCCCCCCCCCC (dodecane), COCCOC (DME). Conditions: temperature 100 celsius, time 10 minute. Product: C(C)(C)(C)C1=CC=C(C=C1)NC1=CC=C(OC)C=C1 (N-(4-tert-butylphenyl)-p-anisidine). The yield is 5.5%. As a reaction SMILES: CC([O-])(C)C.[Na+].[O-]P([O-])([O-])=O.[K+].[K+].[K+].Br[C:16]1[CH:21]=[CH:20][C:19]([C:22]([CH3:25])([CH3:24])[CH3:23])=[CH:18][CH:17]=1.[CH3:26][O:27][C:28]1[CH:33]=[CH:32][C:31]([NH2:34])=[CH:30][CH:29]=1>COCCOC.CCOCC.CCCCCCCCCCCC.C1C=CC(/C=C/C(/C=C/C2C=CC=CC=2)=O)=CC=1.C1C=CC(/C=C/C(/C=C/C2C=CC=CC=2)=O)=CC=1.C1C=CC(/C=C/C(/C=C/C2C=CC=CC=2)=O)=CC=1.[Pd].[Pd]>[C:22]([C:19]1[CH:20]=[CH:21][C:16]([NH:34][C:31]2[CH:32]=[CH:33][C:28]([O:27][CH3:26])=[CH:29][CH:30]=2)=[CH:17][CH:18]=1)([CH3:25])([CH3:24])[CH3:23] |f:0.1,2.3.4.5,11.12.13.14.15|. Procedure details: A solution of Pd2(dba)3 [92 mg, 0.1 mmol (4.6 mg, 0.005 mmol, 2 mol % Pd per reaction)], ligand 1 (see FIG. 1) [168 mg, 0.4 mmol (8.4 mg, 0.02 mmol, 4 mol % per reaction)] and NaOt-Bu [40 mg, 0.4 mmol (2 mg, 0.02 mmol, 4 mol % per reaction)] were stirred in 10 mL DME (anhy). After 10 minutes, 0.5 mL of the solution was added via syringe to a test tube containing (under an Argon atmosphere) K3PO4 (148 mg, 0.7 mmol), 1-bromo-4-tert-butylbenzene (86 μL, 0.5 mmol), and p-anisidine (74 mg, 0.6 mmol).... Reactants: O=C(CP(OC)(OC)=O)CC1=CC(=CC=C1)C(F)(F)F (dimethyl (2-oxo-3-(3-(trifluoromethyl)phenyl)propyl)-phosphonate), C(=O)[C@@H]1N(S(CC1)(=O)=O)CCCC1=CC=C(S1)C(=O)OC ((R)-Methyl 5-(3-(3-formyl-1,1-dioxidoisothiazolidin-2-yl)propyl)thio-phene-2-carboxylate), [H-].[Na+] (sodium hydride). Solvent: C1CCOC1 (THF), C1CCOC1 (THF), C1CCOC1 (THF). Reaction conditions: temperature 0 celsius, time 16 hour. Product: O=S1(N([C@H](CC1)\C=C\C(CC1=CC(=CC=C1)C(F)(F)F)=O)CCCC1=CC=C(S1)C(=O)OC)=O ((R,E)-Methyl 5-(3-(1,1-dioxido-3-(3-oxo-4-(3-(trifluoromethyl)phenyl)-but-1-en-1-yl)isothiazolidin-2-yl)propyl)thiophene-2-carboxylate). Yield: 99.0%. Reaction SMILES: [H-].[Na+].[O:3]=[C:4]([CH2:12][C:13]1[CH:18]=[CH:17][CH:16]=[C:15]([C:19]([F:22])([F:21])[F:20])[CH:14]=1)[CH2:5]P(=O)(OC)OC.[CH:23]([C@H:25]1[CH2:29][CH2:28][S:27](=[O:31])(=[O:30])[N:26]1[CH2:32][CH2:33][CH2:34][C:35]1[S:39][C:38]([C:40]([O:42][CH3:43])=[O:41])=[CH:37][CH:36]=1)=O>C1COCC1>[O:31]=[S:27]1(=[O:30])[CH2:28][CH2:29][C@H:25](/[CH:23]=[CH:5]/[C:4](=[O:3])[CH2:12][C:13]2[CH:18]=[CH:17][CH:16]=[C:15]([C:19]([F:20])([F:21])[F:22])[CH:14]=2)[N:26]1[CH2:32][CH2:33][CH2:34][C:35]1[S:39][C:38]([C:40]([O:42][CH3:43])=[O:41])=[CH:37][CH:36]=1 |f:0.1|. Reported procedure: To a suspension of sodium hydride (12 mg, 0.5 mmol) in THF (1.0 mL) cooled to 0° C. was added a solution of dimethyl (2-oxo-3-(3-(trifluoromethyl)phenyl)propyl)-phosphonate (160 mg, 0.52 mmol) in THF (2.0 mL). After 15 min a solution of the aldehyde 11 (155 mg, 0.47 mmol) in THF (2.0 mL) was added. The reaction was allowed to warm room temperature and stirred for 16 h. The reaction was quenched with saturated aqueous ammonium chloride and extracted with EtOAc. The organic portion was washed with... Reactants: O=C1N(C(C2=CC=CC=C12)=O)CC(=O)OC(CN1C(=NC=2C(=NC=3C=CC=CC3C21)N2C(C1=CC=CC=C1C2=O)=O)COCC)(C)C (1-(4-(1,3-Dioxoisoindolin-2-yl)-2-(ethoxymethyl)-1H-imidazo[4,5-c]quinolin-1-yl)-2-methylpropan-2-yl 2-(1,3-dioxoisoindolin-2-yl)acetate), NN (hydrazine), O (water), Cl (hydrochloric acid). Run in C(Cl)Cl (DCM), C1CCOC1 (THF). Run at time 0.75 hour. The product is NCC(=O)OC(CN1C(=NC=2C(=NC=3C=CC=CC3C21)N)COCC)(C)C (1-(4-Amino-2-(ethoxymethyl)-1H-imidazo[4,5-c]quinolin-1-yl)-2-methylpropan-2-yl 2-aminoacetate). Yield: 62.9%. Reaction SMILES: O=C1C2C(=CC=CC=2)C(=O)[N:3]1[CH2:12][C:13]([O:15][C:16]([CH3:47])([CH3:46])[CH2:17][N:18]1[C:30]2[C:29]3[CH:28]=[CH:27][CH:26]=[CH:25][C:24]=3[N:23]=[C:22]([N:31]3C(=O)C4C(=CC=CC=4)C3=O)[C:21]=2[N:20]=[C:19]1[CH2:42][O:43][CH2:44][CH3:45])=[O:14].NN.O.Cl>C(Cl)Cl.C1COCC1>[NH2:3][CH2:12][C:13]([O:15][C:16]([CH3:46])([CH3:47])[CH2:17][N:18]1[C:30]2[C:29]3[CH:28]=[CH:27][CH:26]=[CH:25][C:24]=3[N:23]=[C:22]([NH2:31])[C:21]=2[N:20]=[C:19]1[CH2:42][O:43][CH2:44][CH3:45])=[O:14]. Procedure details: 1-(4-(1,3-Dioxoisoindolin-2-yl)-2-(ethoxymethyl)-1H-imidazo[4,5-c]quinolin-1-yl)-2-methylpropan-2-yl 2-(1,3-dioxoisoindolin-2-yl)acetate (300 mg, 475 μmol) was combined with THF (5 mL) to give a white suspension. To this suspension was added hydrazine in water (1000 μl, 11.2 mmol) and the solution was stirred for 0.75 hour at room temperature. The mixture was cooled to 0° C., 1N hydrochloric acid (30 mL) and DCM (50 mL) were added. The white precipitate a (phtalylhydrazide) was removed by filtra...